This data is from the Open Reaction Database (ORD), a public repository of structured organic reaction records. The task is: describe an organic reaction: reactants, conditions, products, and yield The reactants are [N+](=O)([O-])C1=CC=C(CC=2OC=CN2)C=C1 (2-(4-nitrobenzyl)oxazole), [Sn](Cl)(Cl)(Cl)Cl (tin chloride). The solvent is [OH-].[Na+] (sodium hydroxide), C(C)O (ethanol). Run at temperature 50 celsius, time 3 hour. The product is O1C(=NC=C1)CC1=CC=C(N)C=C1 (4-(oxazol-2-ylmethyl)aniline). The yield is 73.9%. Reaction SMILES: [N+:1]([C:4]1[CH:15]=[CH:14][C:7]([CH2:8][C:9]2[O:10][CH:11]=[CH:12][N:13]=2)=[CH:6][CH:5]=1)([O-])=O.[Sn](Cl)(Cl)(Cl)Cl>C(O)C.[OH-].[Na+]>[O:10]1[CH:11]=[CH:12][N:13]=[C:9]1[CH2:8][C:7]1[CH:14]=[CH:15][C:4]([NH2:1])=[CH:5][CH:6]=1 |f:3.4|. Procedure: To a solution of 2-(4-nitrobenzyl)oxazole (0.108 g, 0.59 mmol) in ethanol (3 mL) was added tin chloride (0.531 g, 2.35 mmol) and the mixture was stirred at 50° C. for 3 h. After this time, the reaction mixture was cooled, diluted with 1M sodium hydroxide, and extracted with ethyl acetate. The combined organic layer was dried over anhydrous sodium sulfate, filtered, and the filtrate was concentrated to afford the title compound (0.076 g, 63%) as a yellow oil. MW=174.20. 1H NMR (CD3OD, 500 MHz) δ ... Reactants: Cc1cc2[nH]ncc2cc1O, CCOC(C)=O, NC1CCCCC1N, [Cu]I, Fc1ccc(I)cc1, [K+], [K+], [K+], C1COCCO1, O=P([O-])([O-])[O-]. Product: Cc1cc2c(cnn2-c2ccc(F)cc2)cc1O. RXN SMILES: [CH3:1][c:2]1[c:3]([OH:11])[cH:4][c:5]2[cH:6][n:7][nH:8][c:9]2[cH:10]1.[CH3:42][CH2:43][O:44][C:45]([CH3:46])=[O:47].[CH:12]1([NH2:13])[CH2:14][CH2:15][CH2:16][CH2:17][CH:18]1[NH2:19].[Cu:48][I:49].[F:28][c:29]1[cH:30][cH:31][c:32]([I:35])[cH:33][cH:34]1.[K+:25].[K+:26].[K+:27].[O:36]1[CH2:37][CH2:38][O:39][CH2:40][CH2:41]1.[P:20]([O-:21])([O-:22])([O-:23])=[O:24]>>[CH3:1][c:2]1[c:3]([OH:11])[cH:4][c:5]2[cH:6][n:7][n:8](-[c:32]3[cH:31][cH:30][c:29]([F:28])[cH:34][cH:33]3)[c:9]2[cH:10]1. The reactants are [N+](=O)([O-])C1=CC=C(C=C1)/C=C/C=1N=C(SC1)NC(C)=O (N-{4-[(E)-2-(4-nitrophenyl)ethenyl]-1,3-thiazol-2-yl}acetamide). Reagents/catalysts: [Pd] (palladium on carbon). The solvent is CO (methanol). Run at time 2 hour. Yields the product NC1=CC=C(C=C1)/C=C/C=1N=C(SC1)NC(C)=O (N-{4-[(E)-2-(4-aminophenyl)ethenyl]-1,3-thiazol-2-yl}acetamide). The yield is 71.4%. RXN SMILES: [N+:1]([C:4]1[CH:9]=[CH:8][C:7](/[CH:10]=[CH:11]/[C:12]2[N:13]=[C:14]([NH:17][C:18](=[O:20])[CH3:19])[S:15][CH:16]=2)=[CH:6][CH:5]=1)([O-])=O>[Pd].CO>[NH2:1][C:4]1[CH:9]=[CH:8][C:7](/[CH:10]=[CH:11]/[C:12]2[N:13]=[C:14]([NH:17][C:18](=[O:20])[CH3:19])[S:15][CH:16]=2)=[CH:6][CH:5]=1. Procedure details: A mixture of N-{4-[(E)-2-(4-nitrophenyl)ethenyl]-1,3-thiazol-2-yl}acetamide (250 mg), palladium on carbon (25 mg) and methanol (2.5 ml) was stirred under hydrogen atmosphere for 2 hours at ambient temperature. The catalyst was filtered off and the filtrate was concentrated in vacuo. The crystalline residue was collected and washed with isopropyl ether to give N-{4-[(E)-2-(4-aminophenyl)ethenyl]-1,3-thiazol-2-yl}acetamide (160 mg). Reactants: C1=C(C=CC2=CC=CC=C12)B(O)O (2-naphthalene boronic acid), C([O-])([O-])=O.[Na+].[Na+] (sodium carbonate), BrC=1SC2=C(N1)C=CC(=C2[N+](=O)[O-])OC (2-bromo-6-methoxy-7-nitro-1,3-benzothiazole), palladium tetrakis-triphenylphosphine. Solvent: O (water), COCCOC (1,2-dimethoxyethane). Reaction conditions: temperature 85.5 celsius, time 18 hour. Yields the product COC1=C(C2=C(N=C(S2)C2=CC3=CC=CC=C3C=C2)C=C1)[N+](=O)[O-] (6-methoxy-2-(2-naphthyl)-7-nitro-1,3-benzothiazole). Isolated yield 83.4%. As a reaction SMILES: [CH:1]1[C:10]2[C:5](=[CH:6][CH:7]=[CH:8][CH:9]=2)[CH:4]=[CH:3][C:2]=1B(O)O.C(=O)([O-])[O-].[Na+].[Na+].Br[C:21]1[S:22][C:23]2[C:29]([N+:30]([O-:32])=[O:31])=[C:28]([O:33][CH3:34])[CH:27]=[CH:26][C:24]=2[N:25]=1>O.COCCOC>[CH3:34][O:33][C:28]1[CH:27]=[CH:26][C:24]2[N:25]=[C:21]([C:2]3[CH:3]=[CH:4][C:5]4[C:10](=[CH:9][CH:8]=[CH:7][CH:6]=4)[CH:1]=3)[S:22][C:23]=2[C:29]=1[N+:30]([O-:32])=[O:31] |f:1.2.3|. Procedure details: 0.716 g (4.16 mmol; 1.1 equivalent) of 2-naphthalene boronic acid as well as a solution of 1.2 g (11.35 mmol; 3 equivalents) of sodium carbonate in 15 ml of water are added to a suspension of 1.09 g (3.78 mmol) of 2-bromo-6-methoxy-7-nitro-1,3-benzothiazole and 131 mg (0.114 mmol; 0.03 equivalent) of palladium tetrakis-triphenylphosphine in 30 ml of 1,2-dimethoxyethane. The reaction mixture is maintained under stirring at 85.5° C. for 18 hours, then after concentration under reduced pressure, 10... The reactants are C([O-])([O-])=O.[K+].[K+] (potassium carbonate), O (water), [Si](C)(C)(C(C)(C)C)OC=1C=C(C=CC1)C1N(CC(=C1)C1=C(C=CC(=C1)Cl)F)C(C(C)(C)NC(OC(C)(C)C)=O)=O (tert-butyl 2-[2-(3 {[tert-butyl(dimethyl)silyl]oxy}phenyl)-4-(5-chloro-2-fluorophenyl)-2,5-dihydro-1H-pyrrol-1-yl]-1,1-dimethyl-2-oxoethylcarbamate), FC(C(=O)O)(F)F (trifluoroacetic acid). Solvent: CO (methanol), ClCCl (dichloromethane). Run at time 2 hour. The product is ClC=1C=CC(=C(C1)C1=CC(N(C1)C(C(N)(C)C)=O)C1=CC(=CC=C1)O)F (4-(5-chloro-2-fluorophenyl)-2-(3-hydroxyphenyl)-1-(2-methylalanyl)-2,5-dihydro-1H-pyrrole). RXN SMILES: [Si]([O:8][C:9]1[CH:10]=[C:11]([CH:15]2[CH:19]=[C:18]([C:20]3[CH:25]=[C:24]([Cl:26])[CH:23]=[CH:22][C:21]=3[F:27])[CH2:17][N:16]2[C:28](=[O:40])[C:29]([NH:32]C(=O)OC(C)(C)C)([CH3:31])[CH3:30])[CH:12]=[CH:13][CH:14]=1)(C(C)(C)C)(C)C.FC(F)(F)C(O)=O.C(=O)([O-])[O-].[K+].[K+].O>ClCCl.CO>[Cl:26][C:24]1[CH:23]=[CH:22][C:21]([F:27])=[C:20]([C:18]2[CH2:17][N:16]([C:28](=[O:40])[C:29]([CH3:31])([CH3:30])[NH2:32])[CH:15]([C:11]3[CH:12]=[CH:13][CH:14]=[C:9]([OH:8])[CH:10]=3)[CH:19]=2)[CH:25]=1 |f:2.3.4|. Reported procedure: A solution of tert-butyl 2-[2-(3 {[tert-butyl(dimethyl)silyl]oxy}phenyl)-4-(5-chloro-2-fluorophenyl)-2,5-dihydro-1H-pyrrol-1-yl]-1,1-dimethyl-2-oxoethylcarbamate (17-3, 247 mg, 0.419 mmol, 1 equiv) and trifluoroacetic acid (4 mL) in dichloromethane (10 mL) was stirred under ambient conditions for 1 hour. The reaction was concentrated at 23° C. and the residue was partitioned between ethyl acetate and saturated sodium bicarbonate solution. The organic layer was washed with brine, dried over magne...